Dataset: the Open Reaction Database (ORD), a public repository of structured organic reaction records. Task: describe an organic reaction: reactants, conditions, products, and yield Starting materials: COC(C)(C)C(=O)C(Br)Br, O=C([O-])[O-], CC(C)=O, [K+], [K+], Oc1ccc(I)cc1, c1nc[nH]n1. Reaction SMILES: [Br:14][CH:15]([C:16]([C:17]([CH3:18])([CH3:19])[O:20][CH3:21])=[O:22])[Br:23].[C:24](=[O:25])([O-:26])[O-:27].[CH3:30][C:31](=[O:32])[CH3:33].[K+:28].[K+:29].[OH:1][c:2]1[cH:3][cH:4][c:5]([I:6])[cH:7][cH:8]1.[nH:9]1[n:10][cH:11][n:12][cH:13]1>>[O:1]([c:2]1[cH:3][cH:4][c:5]([I:6])[cH:7][cH:8]1)[CH:15]([n:9]1[n:10][cH:11][n:12][cH:13]1)[C:16]([C:17]([CH3:18])([CH3:19])[O:20][CH3:21])=[O:22]. Yields the product COC(C)(C)C(=O)C(Oc1ccc(I)cc1)n1cncn1. The reactants are 2,-4-diethylthioxanthone 2-ethylanthraquinone, COC(C(=O)C1=CC=CC=C1)(C1=CC=CC=C1)OC (2,2-dimethoxy-2-phenylacetophenone), C(C1=CC=CC=C1)(=O)CC(C)=O (benzoylacetone), C(C1=CC=CC=C1)(=O)OOC(C1=CC=CC=C1)=O (dibenzoylperoxide), C(C1=CC=CC=C1)=O (benzaldehyde), OCCOC1=CC=C(C=C1)C(C(C)(C)O)C(=O)C(C(C)(O)C)C1=CC=C(C=C1)OCCO (4-(2-hydroxyethoxy)phenyl-(2-hydroxy-2-methylpropyl)-ketone), OC(C(=O)C1=CC=CC=C1)(C)C (2-hydroxy-2-methylpropiophenone), CC1=CC=2C(C3=CC=CC=C3C(C2C=C1)=O)=O (2-methylanthraquinone), OC1=CC=CC=2C(C3=CC=CC(=C3C(C12)=O)O)=O (1,8-dihydroxyanthraquinone), C1(=CC=CC=C1)C(=O)C(O)C1=CC=CC=C1 (benzoin). Product: COC1=CC=C(C=C1)C(=O)C(O)C1=CC=C(C=C1)OC (4,4′-dimethoxybenzoin). Reaction SMILES: C[C:2]1[CH:15]=[CH:14][C:13]2[C:12](=O)[C:11]3[C:6](=[CH:7][CH:8]=[CH:9][CH:10]=3)[C:5](=[O:17])[C:4]=2[CH:3]=1.[OH:18][C:19]1C2C(=O)C3C(=CC=CC=3O)C(=O)C=2C=CC=1.[C:36](OOC(=O)C1C=CC=CC=1)(=[O:43])C1C=CC=CC=1.C[O:55]C(OC)(C1C=CC=CC=1)C(C1C=CC=CC=1)=O.C1(C(C(C2C=CC=CC=2)O)=O)C=CC=CC=1.OC(C)(C)C(C1C=CC=CC=1)=O.C(=O)C1C=CC=CC=1.OCCOC1C=CC(C(C(C(C2C=CC(OCCO)=CC=2)C(C)(O)C)=O)C(O)(C)C)=CC=1.C(CC(=O)C)(=O)C1C=CC=CC=1>>[CH3:19][O:18][C:9]1[CH:8]=[CH:7][C:6]([C:5]([CH:4]([C:3]2[CH:2]=[CH:15][C:14]([O:43][CH3:36])=[CH:13][CH:12]=2)[OH:55])=[O:17])=[CH:11][CH:10]=1. Procedure details: 2,-4-diethylthioxanthone 2-ethylanthraquinone; 2-methylanthraquinone; 1,8-dihydroxyanthraquinone; dibenzoylperoxide; 2,2-dimethoxy-2-phenylacetophenone; benzoin; 2-hydroxy-2-methylpropiophenone; benzaldehyde; 4-(2-hydroxyethoxy)phenyl-(2-hydroxy-2-methylpropyl)-ketone; benzoylacetone;